From a dataset of the Open Reaction Database (ORD), a public repository of structured organic reaction records. describe an organic reaction: reactants, conditions, products, and yield Reactants: CC1=C(C=C(N)C=C1)NC1=NC=CC(=C1)C=1C=NC=CC1 (4-methyl-3-[4-(3-pyridyl)pyridin-2-ylamino]aniline), O (water), Cl.Cl.C(C)N1CCN(CC1)CC1=C(C=C(C(=O)Cl)C=C1)C(F)(F)F (4-(4-ethylpiperazin-1-ylmethyl)-3-trifluoromethylbenzoyl chloride dihydrochloride), C(C)(C)N(CC)C(C)C (N,N-diisopropyl-N-ethylamine). The reagents and catalysts are CN(C1=CC=NC=C1)C (4-(dimethylamino)pyridine). Run in C(C)#N (acetonitrile). The product is C(C)N1CCN(CC1)CC1=C(C=C(C(=O)NC2=CC(=C(C=C2)C)NC2=NC=CC(=C2)C=2C=NC=CC2)C=C1)C(F)(F)F (4-(4-ethylpiperazin-1-ylmethyl)-3-trifluoromethyl-N-{4-methyl-3-[4-(3-pyridyl)pyridin-2-ylamino]phenyl}benzamide). The yield is 22.4%. As a reaction SMILES: [CH3:1][C:2]1[CH:8]=[CH:7][C:5]([NH2:6])=[CH:4][C:3]=1[NH:9][C:10]1[CH:15]=[C:14]([C:16]2[CH:17]=[N:18][CH:19]=[CH:20][CH:21]=2)[CH:13]=[CH:12][N:11]=1.C(N(C(C)C)CC)(C)C.Cl.Cl.[CH2:33]([N:35]1[CH2:40][CH2:39][N:38]([CH2:41][C:42]2[CH:50]=[CH:49][C:45]([C:46](Cl)=[O:47])=[CH:44][C:43]=2[C:51]([F:54])([F:53])[F:52])[CH2:37][CH2:36]1)[CH3:34].O>C(#N)C.CN(C)C1C=CN=CC=1>[CH2:33]([N:35]1[CH2:36][CH2:37][N:38]([CH2:41][C:42]2[CH:50]=[CH:49][C:45]([C:46]([NH:6][C:5]3[CH:7]=[CH:8][C:2]([CH3:1])=[C:3]([NH:9][C:10]4[CH:15]=[C:14]([C:16]5[CH:17]=[N:18][CH:19]=[CH:20][CH:21]=5)[CH:13]=[CH:12][N:11]=4)[CH:4]=3)=[O:47])=[CH:44][C:43]=2[C:51]([F:54])([F:52])[F:53])[CH2:39][CH2:40]1)[CH3:34] |f:2.3.4|. Reported procedure: 200 mg of 4-methyl-3-[4-(3-pyridyl)pyridin-2-ylamino]aniline (Reference Example 23) was suspended in 4 ml of acetonitrile, and 78.8 mg of 4-(dimethylamino)pyridine and 484 μl of N,N-diisopropyl-N-ethylamine were added in turn. Under ice-cooling with stirring, 383 mg of 4-(4-ethylpiperazin-1-ylmethyl)-3-trifluoromethylbenzoyl chloride dihydrochloride (Reference Example 5) was added, followed by stirring at room temperature for 2 hours. To the reaction solution was added water and the mixture was ... Reactants: CNC(=O)CO, Cc1cc(Cl)ccc1OCC=O, C1CCOC1. Product: Cc1cc(Cl)ccc1OCC1OCC(=O)N1C. Reaction SMILES: [CH3:13][NH:14][C:15]([CH2:16][OH:17])=[O:18].[Cl:1][c:2]1[cH:3][c:4]([CH3:12])[c:5]([O:6][CH2:7][CH:8]=[O:9])[cH:10][cH:11]1.[O:19]1[CH2:20][CH2:21][CH2:22][CH2:23]1>>[Cl:1][c:2]1[cH:3][c:4]([CH3:12])[c:5]([O:6][CH2:7][CH:8]2[O:9][CH2:16][C:15](=[O:18])[N:14]2[CH3:13])[cH:10][cH:11]1. The reactants are C(=O)(OCC1=CC=CC=C1)N[C@@H](CC(C)C)C(=O)O (Cbz-leucine), N1=C(C=CC=C1)C=1C=C(C=CC1)CC(=O)O (3-(2-pyridyl)phenylacetic acid), C(=O)(OC(C)(C)C)N[C@@H](CC(C)C)C(=O)O (Boc-leucine), C1(=CC=CC=C1)C=1C=C(C=CC1)CC(=O)O (3-(phenyl)phenylacetic acid). The product is C(C1=CC=CC=C1)OC(=O)N[C@@H](CC(C)C)C(=O)NCC(CNC(CC1=CC(=CC=C1)C1=CC=CC=C1)=O)=O (1-(Benzyloxycarbonyl-L-leucinyl)amino-3-[3-(phenyl)phenylacetyl]amino-2-propanone). RXN SMILES: [C:1]([NH:11][C@H:12]([C:17]([OH:19])=O)[CH2:13][CH:14]([CH3:16])[CH3:15])([O:3][CH2:4][C:5]1[CH:10]=[CH:9][CH:8]=[CH:7][CH:6]=1)=[O:2].C([NH:27][C@H:28]([C:33]([OH:35])=O)CC(C)C)(OC(C)(C)C)=O.[C:36]1([C:42]2[CH:43]=[C:44]([CH2:48][C:49]([OH:51])=O)[CH:45]=[CH:46][CH:47]=2)[CH:41]=[CH:40][CH:39]=[CH:38][CH:37]=1.[N:52]1C=CC=C[C:53]=1C1C=C(CC(O)=O)C=CC=1>>[CH2:4]([O:3][C:1]([NH:11][C@H:12]([C:17]([NH:52][CH2:53][C:33](=[O:35])[CH2:28][NH:27][C:49](=[O:51])[CH2:48][C:44]1[CH:45]=[CH:46][CH:47]=[C:42]([C:36]2[CH:37]=[CH:38][CH:39]=[CH:40][CH:41]=2)[CH:43]=1)=[O:19])[CH2:13][CH:14]([CH3:15])[CH3:16])=[O:2])[C:5]1[CH:6]=[CH:7][CH:8]=[CH:9][CH:10]=1. Procedure: Following the procedure of Example 4(a-d), except substituting “Cbz-leucine” for “Boc-leucine” and “3-(phenyl)phenylacetic acid” for “3-(2-pyridyl)phenylacetic acid” gave the title compound: MS (ES+) 530.3 (M+H+), 552.2 (M+Na+). The reactants are O=[N+]([O-])c1cncc(Br)c1Cl, NC1CC1, ClCCl. Product: O=[N+]([O-])c1cncc(Br)c1NC1CC1. As a reaction SMILES: [Br:1][c:2]1[cH:3][n:4][cH:5][c:6]([N+:9](=[O:10])[O-:11])[c:7]1[Cl:8].[CH:12]1([NH2:15])[CH2:13][CH2:14]1.[Cl:16][CH2:17][Cl:18]>>[Br:1][c:2]1[cH:3][n:4][cH:5][c:6]([N+:9](=[O:10])[O-:11])[c:7]1[NH:15][CH:12]1[CH2:13][CH2:14]1. The reactants are CCCc1nc2ccc(C3=NNC(=O)CC3)cc2n1Cc1ccc(-c2ccccc2C(=O)OC)cc1, CCO, [Na+], [OH-]. Product: CCCc1nc2ccc(C3=NNC(=O)CC3)cc2n1Cc1ccc(-c2ccccc2C(=O)O)cc1. Reaction SMILES: [CH2:1]([CH2:2][CH3:3])[c:4]1[n:5][c:6]2[c:7]([n:8]1[CH2:9][c:10]1[cH:11][cH:12][c:13](-[c:16]3[c:17]([C:22](=[O:23])[O:24][CH3:25])[cH:18][cH:19][cH:20][cH:21]3)[cH:14][cH:15]1)[cH:26][c:27]([C:30]1=[N:35][NH:34][C:33](=[O:36])[CH2:32][CH2:31]1)[cH:28][cH:29]2.[CH3:39][CH2:40][OH:41].[Na+:38].[OH-:37]>>[CH2:1]([CH2:2][CH3:3])[c:4]1[n:5][c:6]2[c:7]([n:8]1[CH2:9][c:10]1[cH:11][cH:12][c:13](-[c:16]3[c:17]([C:22](=[O:23])[OH:24])[cH:18][cH:19][cH:20][cH:21]3)[cH:14][cH:15]1)[cH:26][c:27]([C:30]1=[N:35][NH:34][C:33](=[O:36])[CH2:32][CH2:31]1)[cH:28][cH:29]2. Conditions: time 1 hour. Reported procedure: A solution of 34 g of 4-t-butylphenylbromide (0.16 mole) in 50 ml diethyl ether was slowly added to a stirred mixture of 100 ml of a solution of n-butyllithium in hexane (1.6 mole/l) and 50 ml diethyl ether, while the temperature of the mixture was kept at -25 ° C. After completion of the addition, the temperature of the resultant mixture was allowed to rise slowly to about room temperature. Subsequently the temperature was decreased to -25° C. and 13.2 g of 2-cyclopentene-1-one (0.16 mole) diss... The product is C(C)(C)(C)C1=CC=C(C=C1)C1(C=CCC1)O (1-(4-t-butylphenyl)cyclopent-2-en-1-ol). As a reaction SMILES: [C:1]([C:5]1[CH:10]=[CH:9][C:8](Br)=[CH:7][CH:6]=1)([CH3:4])([CH3:3])[CH3:2].C([Li])CCC.[C:17]1(=[O:22])[CH2:21][CH2:20][CH:19]=[CH:18]1.O>C(OCC)C.CCCCCC.C(C1C=CC(C2(O)CCCC2)=CC=1)(C)(C)C>[C:1]([C:5]1[CH:10]=[CH:9][C:8]([C:17]2([OH:22])[CH2:21][CH2:20][CH:19]=[CH:18]2)=[CH:7][CH:6]=1)([CH3:4])([CH3:3])[CH3:2]. The solvent is C(C)OCC (diethyl ether), C(C)(C)(C)C1=CC=C(C=C1)C1(CCCC1)O (1-(4-t-butylphenyl)cyclopentanol), C(C)OCC (diethyl ether), C(C)OCC (diethyl ether), CCCCCC (hexane), C(C)OCC (diethyl ether). The reactants are C1(C=CCC1)=O (2-cyclopentene-1-one), O (water), resultant mixture, C(C)(C)(C)C1=CC=C(C=C1)Br (4-t-butylphenylbromide), solution, C(CCC)[Li] (n-butyllithium). The reactants are CS(C)=O, [N-]=[N+]=[N-], [Na+], O, CC(=O)C1CCC2C3CCC4CC(O)C(OS(=O)(=O)c5ccc(C)cc5)CC4(C)C3C(=O)CC12C. The product is CC(=O)C1CCC2C3CCC4CC(O)C(N=[N+]=[N-])CC4(C)C3C(=O)CC12C. As a reaction SMILES: [CH3:41][S:42]([CH3:43])=[O:44].[N-:37]=[N+:38]=[N-:39].[Na+:36].[OH2:40].[OH:1][CH:2]1[CH2:3][CH:4]2[CH2:5][CH2:6][CH:7]3[CH:8]4[CH2:9][CH2:10][CH:11]([C:12]([CH3:13])=[O:14])[C:15]4([CH3:35])[CH2:16][C:17](=[O:34])[CH:18]3[C:19]2([CH3:33])[CH2:20][CH:21]1[O:22][S:23]([c:24]1[cH:25][cH:26][c:27]([CH3:28])[cH:29][cH:30]1)(=[O:31])=[O:32]>>[OH:1][CH:2]1[CH2:3][CH:4]2[CH2:5][CH2:6][CH:7]3[CH:8]4[CH2:9][CH2:10][CH:11]([C:12]([CH3:13])=[O:14])[C:15]4([CH3:35])[CH2:16][C:17](=[O:34])[CH:18]3[C:19]2([CH3:33])[CH2:20][CH:21]1[N:37]=[N+:38]=[N-:39]. Starting materials: FC1=C(CC=2C(=C(C(=C(C(=O)OC)C2)C=C)C)C)C=CC(=C1)N1N=CC=C1 (methyl 5-(2-fluoro-4-(1H-pyrazol-1-yl)benzyl)-3,4-dimethyl-2-vinylbenzoate), CC(=O)C (acetone), C(C)#N (acetonitrile), I(=O)(=O)(=O)[O-].[Na+] (sodium periodate). Reagents/catalysts: [Os]=O (osmium oxide), [Os]=O (osmium oxide). Run in O (water). Run at time 8 hour. Product: FC1=C(CC=2C(=C(C(=C(C(=O)OC)C2)C=O)C)C)C=CC(=C1)N1N=CC=C1 (methyl 5-(2-fluoro-4-(1H-pyrazol-1-yl)benzyl)-2-formyl-3,4-dimethylbenzoate). As a reaction SMILES: [F:1][C:2]1[CH:22]=[C:21]([N:23]2[CH:27]=[CH:26][CH:25]=[N:24]2)[CH:20]=[CH:19][C:3]=1[CH2:4][C:5]1[C:6]([CH3:18])=[C:7]([CH3:17])[C:8]([CH:15]=C)=[C:9]([CH:14]=1)[C:10]([O:12][CH3:13])=[O:11].CC(C)=[O:30].C(#N)C.I([O-])(=O)(=O)=O.[Na+]>[Os]=O.O>[F:1][C:2]1[CH:22]=[C:21]([N:23]2[CH:27]=[CH:26][CH:25]=[N:24]2)[CH:20]=[CH:19][C:3]=1[CH2:4][C:5]1[C:6]([CH3:18])=[C:7]([CH3:17])[C:8]([CH:15]=[O:30])=[C:9]([CH:14]=1)[C:10]([O:12][CH3:13])=[O:11] |f:3.4|. Procedure: To a solution of methyl 5-(2-fluoro-4-(1H-pyrazol-1-yl)benzyl)-3,4-dimethyl-2-vinylbenzoate (0.40 g) in a mixed solvent of acetone (5.00 mL)-acetonitrile (5.00 mL)-water (5.00 mL) were added osmium oxide (fixed catalyst I) (0.14 g) and sodium periodate (1.17 g), and the mixture was stirred overnight at room temperature. The reaction mixture was filtered, and the filtrate was extracted with ethyl acetate. The organic layer was washed with water and saturated brine, and dried over anhydrous sodium...